From a dataset of the Open Reaction Database (ORD), a public repository of structured organic reaction records. describe an organic reaction: reactants, conditions, products, and yield Reactants: N1C=CC2=CC=CC(=C12)CNC ((1H-indol-7-ylmethyl)methylamine), Cl.Cl.CN1CC(NC2=C(C1)C=C(C=N2)/C=C/C(=O)O)=O ((E)-3-(4-methyl-2-oxo-2,3,4,5-tetrahydro-1H-pyrido[2,3-e][1,4]diazepin-7-yl)acrylic acid dihydrochloride), C=1C=CC2=C(C1)N=NN2O (HOBt), C(C)(C)N(CC)C(C)C (diisopropylethylamine), CCN=C=NCCCN(C)C.Cl (EDC hydrochloride). Run in CN(C)C=O (DMF), O (Water). Run at time 8 hour. The product is N1C=CC2=CC=CC(=C12)CN(C(\C=C\C1=CC2=C(NC(CN(C2)C)=O)N=C1)=O)C ((E)-N-(1H-indol-7-ylmethyl)-N-methyl-3-(4-methyl-2-oxo-2,3,4,5-tetrahydro-1H-pyrido[2,3-e][1,4]diazepin-7-yl)acrylamide). Isolated yield 79.6%. Reaction SMILES: [NH:1]1[C:9]2[C:4](=[CH:5][CH:6]=[CH:7][C:8]=2[CH2:10][NH:11][CH3:12])[CH:3]=[CH:2]1.Cl.Cl.[CH3:15][N:16]1[CH2:22][C:21]2[CH:23]=[C:24](/[CH:27]=[CH:28]/[C:29]([OH:31])=O)[CH:25]=[N:26][C:20]=2[NH:19][C:18](=[O:32])[CH2:17]1.C1C=CC2N(O)N=NC=2C=1.C(N(C(C)C)CC)(C)C.CCN=C=NCCCN(C)C.Cl>CN(C=O)C.O>[NH:1]1[C:9]2[C:4](=[CH:5][CH:6]=[CH:7][C:8]=2[CH2:10][N:11]([CH3:12])[C:29](=[O:31])/[CH:28]=[CH:27]/[C:24]2[CH:25]=[N:26][C:20]3[NH:19][C:18](=[O:32])[CH2:17][N:16]([CH3:15])[CH2:22][C:21]=3[CH:23]=2)[CH:3]=[CH:2]1 |f:1.2.3,6.7|. Procedure details: To a solution of (1H-indol-7-ylmethyl)methylamine (103 mg, 0.6 mmol), (E)-3-(4-methyl-2-oxo-2,3,4,5-tetrahydro-1H-pyrido[2,3-e][1,4]diazepin-7-yl)acrylic acid dihydrochloride (160 mg, 0.5 mmol), HOBt (81 mg, 0.5 mmol) and diisopropylethylamine (0.41 mL, 2 mmol) in DMF (12 mL) was added EDC hydrochloride (114 mg, 0.6 mmol). The mixture was stirred overnight at room temperature. Water (75 mL) was added and the solution stirred for 1 hr. The precipitate was collected by filtration and triturated wi... Run at time 2 day. Procedure: To a solution of 2,6-dichloro-4-nitrophenol (2.5 g) and potassium carbonate (3.3 g) in dimethyl-formamide (50 mL) is added tert-butyl-bromoacetate (10 mL) and the mixture is stirred at room temperature for two days. The solution is then poured into 500 mL water, extracted three times with hexanes, and the pooled organic extracts are washed with saturated aqueous ammonium chloride and then dried over anhydrous magnesium sulfate. Evaporation of the solvent under reduced pressure followed by tritur... Run in CN(C=O)C (dimethyl-formamide). As a reaction SMILES: [Cl:1][C:2]1[CH:7]=[C:6]([N+:8]([O-:10])=[O:9])[CH:5]=[C:4]([Cl:11])[C:3]=1[OH:12].C(=O)([O-])[O-].[K+].[K+].[C:19]([O:23][C:24](=[O:27])[CH2:25]Br)([CH3:22])([CH3:21])[CH3:20].O>CN(C)C=O>[C:19]([O:23][C:24](=[O:27])[CH2:25][O:12][C:3]1[C:2]([Cl:1])=[CH:7][C:6]([N+:8]([O-:10])=[O:9])=[CH:5][C:4]=1[Cl:11])([CH3:22])([CH3:21])[CH3:20] |f:1.2.3|. The reactants are O (water), ClC1=C(C(=CC(=C1)[N+](=O)[O-])Cl)O (2,6-dichloro-4-nitrophenol), C([O-])([O-])=O.[K+].[K+] (potassium carbonate), C(C)(C)(C)OC(CBr)=O (tert-butyl-bromoacetate). The product is C(C)(C)(C)OC(COC1=C(C=C(C=C1Cl)[N+](=O)[O-])Cl)=O ((2,6-Dichloro-4-nitro-phenoxy)-acetic acid tert-butyl ester). Reactants: C, CCO, [H][H], O=C(O)c1ccc([N+](=O)[O-])c2c1OCO2, [Pd]. The product is Nc1ccc(C(=O)O)c2c1OCO2. RXN SMILES: [C:21].[CH3:18][CH2:19][OH:20].[H:16][H:17].[N+:1]([O-:2])(=[O:3])[c:4]1[cH:5][cH:6][c:7]([C:13](=[O:14])[OH:15])[c:8]2[c:9]1[O:10][CH2:11][O:12]2.[Pd:22]>>[NH2:1][c:4]1[cH:5][cH:6][c:7]([C:13](=[O:14])[OH:15])[c:8]2[c:9]1[O:10][CH2:11][O:12]2. Run in O (water), O (water). The yield is 100.2%. Starting materials: CO (methanol), COC([C@](CC1=CC=C(C=C1)[N+](=O)[O-])(NC(=O)OC(C)(C)C)C)=O (methyl (S)-3-[4-nitrophenyl]-2-tert-butoxycarbonylamino-propionic acid methyl ester), [Cl-].[NH4+] (ammonium chloride), solid. Yields the product COC([C@H](CC1=CC=C(C=C1)N)NC(=O)OC(C)(C)C)=O ((S)-3-[4-aminophenyl]-2-tert-butoxycarbonylamino-propionic acid methyl ester). Reagents/catalysts: [Zn] (zinc). As a reaction SMILES: [CH3:1][O:2][C:3](=[O:24])[C@@:4](C)([NH:15][C:16]([O:18][C:19]([CH3:22])([CH3:21])[CH3:20])=[O:17])[CH2:5][C:6]1[CH:11]=[CH:10][C:9]([N+:12]([O-])=O)=[CH:8][CH:7]=1.[Cl-].[NH4+].CO>[Zn].O>[CH3:1][O:2][C:3](=[O:24])[C@@H:4]([NH:15][C:16]([O:18][C:19]([CH3:21])([CH3:20])[CH3:22])=[O:17])[CH2:5][C:6]1[CH:11]=[CH:10][C:9]([NH2:12])=[CH:8][CH:7]=1 |f:1.2|. Procedure: To a mixture of methyl (S)-3-[4-nitrophenyl]-2-tert-butoxycarbonylamino-propionic acid methyl ester (72 g, 222 mmol), zinc dust (˜325 mesh, 145.2 g, 2.2 mole, 10 equiv.) and ammonium chloride (178.1 g, 3.3 mole, 15 equiv.) was added methanol (1 L) and water (500 mL) at room temperature. After addition of water, an exothermic reaction ensued and the internal temperature rose to 45 to 50° C. The suspension was stirred for 30 min to 1 h at room temperature, at which time TLC analysis of the mixture... The reactants are C(C)OC(NN=CC=1N=C(NC1)C(C)(C)C)=O (3-(2-tert-butyl-4-imidazolylmethylene)carbazic acid ethyl ester), C1(=CC=CC=C1)OC1=CC=CC=C1 (diphenyl ether). The product is C(C)(C)(C)C1=NC=C2N1C(NN=C2)=O (6-tert-Butyl-imidazo[1,5-d]-as-triazin-4(3H)-one). As a reaction SMILES: C([O:3][C:4](=O)[NH:5][N:6]=[CH:7][C:8]1[N:9]=[C:10]([C:13]([CH3:16])([CH3:15])[CH3:14])[NH:11][CH:12]=1)C.C1(OC2C=CC=CC=2)C=CC=CC=1>>[C:13]([C:10]1[N:9]2[C:4](=[O:3])[NH:5][N:6]=[CH:7][C:8]2=[CH:12][N:11]=1)([CH3:16])([CH3:15])[CH3:14]. Procedure: A 6.15 gm. portion of 3-(2-tert-butyl-4-imidazolylmethylene)carbazic acid ethyl ester in 40 ml. of diphenyl ether is reacted as described in Example 70 giving the desired product, m.p. 186°-188° C. Reactants: C1(CC1)C(C=C(C(=O)OC)F)C1=CC=C(C=C1)OCC (methyl 4-cyclopropyl-4-(4-ethoxyphenyl)-2-fluorobut-2-enoate), [H-].[Al+3].[Li+].[H-].[H-].[H-] (lithium aluminium hydride). Solvent: C(C)OCC (diethyl ether). Product: C1(CC1)C(C=C(CO)F)C1=CC=C(C=C1)OCC (4-cyclopropyl-4-(4-ethoxyphenyl)-2-fluorobut-2-enol). Isolated yield 97.3%. Reaction SMILES: [CH:1]1([CH:4]([C:12]2[CH:17]=[CH:16][C:15]([O:18][CH2:19][CH3:20])=[CH:14][CH:13]=2)[CH:5]=[C:6]([F:11])[C:7](OC)=[O:8])[CH2:3][CH2:2]1.[H-].[Al+3].[Li+].[H-].[H-].[H-]>C(OCC)C>[CH:1]1([CH:4]([C:12]2[CH:17]=[CH:16][C:15]([O:18][CH2:19][CH3:20])=[CH:14][CH:13]=2)[CH:5]=[C:6]([F:11])[CH2:7][OH:8])[CH2:2][CH2:3]1 |f:1.2.3.4.5.6|. Procedure details: The method of Example 6 was repeated using methyl 4-cyclopropyl-4-(4-ethoxyphenyl)-2-fluorobut-2-enoate (Example 2) (1.2 g), diethyl ether (40 ml) and lithium aluminium hydride (0.2 g) to yield the title compound (1.05 g, 99%). Reactants: COC([O-])=O.C[N+]1=CC=CC=C1 (N-methylpyridinium methyl carbonate), C(\C=C/C(=O)O)(=O)O (maleic acid). The product is C(\C=C/C(=O)[O-])(=O)[O-].CC1=CC=[NH+]C=C1.CC1=CC=[NH+]C=C1 (4-methylpyridinium maleate), desired product. The yield is 75.4%. Reaction SMILES: [CH3:1]OC(=O)[O-].C[N+:7]1[CH:12]=[CH:11][CH:10]=[CH:9][CH:8]=1.[C:13]([OH:20])(=[O:19])/[CH:14]=[CH:15]\[C:16]([OH:18])=[O:17]>>[C:13]([O-:20])(=[O:19])/[CH:14]=[CH:15]\[C:16]([O-:18])=[O:17].[CH3:1][C:10]1[CH:9]=[CH:8][NH+:7]=[CH:12][CH:11]=1.[CH3:13][C:10]1[CH:9]=[CH:8][NH+:7]=[CH:12][CH:11]=1 |f:0.1,3.4.5|. Reported procedure: By following the same procedure as Example 6 except that a mixture of N-methylpyridinium methyl carbonate obtained in the 1st step of Example 4 and an equimolar amount of maleic acid were used, 4-methylpyridinium maleate was synthesized. By recrystallization, the desired product was obtained at 96.0% of the theoretical yield (yield of 75.4% to pyridine). Reactants: CC(C)(C)OC(=O)N1CCNCC1, CCOC(C)=O, O=CC1CCCC1, ClCCl. Yields the product CC(C)(C)OC(=O)N1CCN(CC2CCCC2)CC1. As a reaction SMILES: [C:1](=[O:2])([O:3][C:4]([CH3:5])([CH3:6])[CH3:7])[N:8]1[CH2:9][CH2:10][NH:11][CH2:12][CH2:13]1.[CH3:24][CH2:25][O:26][C:27]([CH3:28])=[O:29].[CH:14]1([CH:19]=[O:20])[CH2:15][CH2:16][CH2:17][CH2:18]1.[Cl:21][CH2:22][Cl:23]>>[C:1](=[O:2])([O:3][C:4]([CH3:5])([CH3:6])[CH3:7])[N:8]1[CH2:9][CH2:10][N:11]([CH2:19][CH:14]2[CH2:15][CH2:16][CH2:17][CH2:18]2)[CH2:12][CH2:13]1. Reactants: NC=1C(=C(C(=CC1I)I)CC(C(=O)O)CC)I (3-amino-α-ethyl-2,4,6-triiodobenzenepropanoic acid), ClCC(=O)Cl (chloroacetyl chloride), Cl (HCl), [OH-].[Na+] (NaOH). The solvent is CC(=O)N(C)C (DMA), O (H2O). Reaction conditions: time 60 minute. Product: ClCC(=O)NC=1C(=C(C(=CC1I)I)CC(C(=O)O)CC)I (3-[(2-chloroacetyl)amino]-α-ethyl-2,4,6-triiodobenzenepropanoic acid). Isolated yield 9.5%. As a reaction SMILES: [NH2:1][C:2]1[C:3]([I:17])=[C:4]([CH2:10][CH:11]([CH2:15][CH3:16])[C:12]([OH:14])=[O:13])[C:5]([I:9])=[CH:6][C:7]=1[I:8].[Cl:18][CH2:19][C:20](Cl)=[O:21].[OH-].[Na+].Cl>CC(N(C)C)=O.O>[Cl:18][CH2:19][C:20]([NH:1][C:2]1[C:3]([I:17])=[C:4]([CH2:10][CH:11]([CH2:15][CH3:16])[C:12]([OH:14])=[O:13])[C:5]([I:9])=[CH:6][C:7]=1[I:8])=[O:21] |f:2.3|. Reported procedure: To a solution of 50 g of 3-amino-α-ethyl-2,4,6-triiodobenzenepropanoic acid (CAS RN, 96-83-3) (0.0875 mol) in 200 ml of DMA at 0° C., 11.87 g of chloroacetyl chloride (0.10 mol) are added. After 60 minutes at room temperature, the solution is dropwise added to 100 ml of H2O to give a precipitate which is filtered. The residue is dissolved in 100 ml of H2O and 43.7 ml of 2N NaOH (0.0875 mol) are added. 42 ml of 2N HCl (0.0084 mol) are added to precipitate a solid which is filtered. 5.4 g of 3-[(2...